This data is from the Open Reaction Database (ORD), a public repository of structured organic reaction records. The task is: describe an organic reaction: reactants, conditions, products, and yield Reactants: C1CCOC1, COC(=O)c1cc(-c2ccc(C)cc2)nc(-c2ccc(C)cc2)n1, Cl, [Na+], [OH-], O. Yields the product Cc1ccc(-c2cc(C(=O)O)nc(-c3ccc(C)cc3)n2)cc1. As a reaction SMILES: [CH2:28]1[O:29][CH2:30][CH2:31][CH2:32]1.[CH3:1][c:2]1[cH:3][cH:4][c:5](-[c:8]2[n:9][c:10](-[c:18]3[cH:19][cH:20][c:21]([CH3:24])[cH:22][cH:23]3)[cH:11][c:12]([C:14](=[O:15])[O:16][CH3:17])[n:13]2)[cH:6][cH:7]1.[ClH:27].[Na+:26].[OH-:25].[OH2:33]>>[CH3:1][c:2]1[cH:3][cH:4][c:5](-[c:8]2[n:9][c:10](-[c:18]3[cH:19][cH:20][c:21]([CH3:24])[cH:22][cH:23]3)[cH:11][c:12]([C:14](=[O:15])[OH:16])[n:13]2)[cH:6][cH:7]1. The reactants are CC1(OB(OC1(C)C)C1=CC=C(C=C1)N1CCNCC1)C (1-[4-(4,4,5,5-tetramethyl-1,3,2-dioxaborolan-2-yl)phenyl]piperazine), BrCCO[Si](C)(C)C(C)(C)C ((2-bromoethoxy)(tert-butyl)dimethylsilane), C([O-])([O-])=O.[Cs+].[Cs+] (cesium carbonate). Solvent: C(C)#N (acetonitrile). Reaction conditions: temperature 40 celsius, time 8 hour. Yields the product [Si](C)(C)(C(C)(C)C)OCCN1CCN(CC1)C1=CC=C(C=C1)B1OC(C(O1)(C)C)(C)C (1-(2-{[t-Butyl(dimethyl)silyl]oxy}ethyl)-4-[4-(4,4,5,5-tetramethyl-1,3,2-dioxaborolan-2-yl)phenyl]piperazine). Yield: 89.6%. RXN SMILES: [CH3:1][C:2]1([CH3:21])[C:6]([CH3:8])([CH3:7])[O:5][B:4]([C:9]2[CH:14]=[CH:13][C:12]([N:15]3[CH2:20][CH2:19][NH:18][CH2:17][CH2:16]3)=[CH:11][CH:10]=2)[O:3]1.Br[CH2:23][CH2:24][O:25][Si:26]([C:29]([CH3:32])([CH3:31])[CH3:30])([CH3:28])[CH3:27].C(=O)([O-])[O-].[Cs+].[Cs+]>C(#N)C>[Si:26]([O:25][CH2:24][CH2:23][N:18]1[CH2:17][CH2:16][N:15]([C:12]2[CH:11]=[CH:10][C:9]([B:4]3[O:3][C:2]([CH3:21])([CH3:1])[C:6]([CH3:7])([CH3:8])[O:5]3)=[CH:14][CH:13]=2)[CH2:20][CH2:19]1)([C:29]([CH3:32])([CH3:31])[CH3:30])([CH3:28])[CH3:27] |f:2.3.4|. Reported procedure: A mixture of 1-[4-(4,4,5,5-tetramethyl-1,3,2-dioxaborolan-2-yl)phenyl]piperazine (0.1 g, 0.5 mmol, from Boron Molecular), (2-bromoethoxy)(tert-butyl)dimethylsilane (0.18 g, 0.75 mmol) and cesium carbonate (0.32 g, 1.0 mmol) in acetonitrile (2.0 mL) was stirred at 40° C. overnight. The residue was purified by flash chromatography on a silica gel column with ethyl acetate in hexanes (0-30%) to afford the desired product (0.2 g, 88%). LCMS calculated for C24H44BN2O3Si (M+H)+: m/z=447.3. Found 447.3... Starting materials: FC(CCOCCOCCI)(F)P(OCC)(OCC)=O (diethyl 1,1-difluoro-3-(2-(2-iodoethoxy)ethoxy)propylphosphonate), [N-]=[N+]=[N-].[Na+] (sodium azide). Solvent: C(C)(=O)OCC (ethyl acetate), CN(C)C=O (DMF). Reaction conditions: time 90 minute. Yields the product N(=[N+]=[N-])CCOCCOCCC(F)(F)P(OCC)(OCC)=O (diethyl 3-(2-(2-azidoethoxy)ethoxy)-1,1-difluoropropylphosphonate). Reaction SMILES: [F:1][C:2]([P:13](=[O:20])([O:17][CH2:18][CH3:19])[O:14][CH2:15][CH3:16])([F:12])[CH2:3][CH2:4][O:5][CH2:6][CH2:7][O:8][CH2:9][CH2:10]I.[N-:21]=[N+:22]=[N-:23].[Na+]>CN(C=O)C.C(OCC)(=O)C>[N:21]([CH2:10][CH2:9][O:8][CH2:7][CH2:6][O:5][CH2:4][CH2:3][C:2]([P:13](=[O:20])([O:17][CH2:18][CH3:19])[O:14][CH2:15][CH3:16])([F:12])[F:1])=[N+:22]=[N-:23] |f:1.2|. Reported procedure: To a solution of diethyl 1,1-difluoro-3-(2-(2-iodoethoxy)ethoxy)propylphosphonate (1 eq) in DMF (0.5 M) was added sodium azide (3 eq). The reaction mixture was stirred at room temperature for 90 minutes. The mixture was diluted with ethyl acetate, and washed with water. The aqueous phases were back extracted with ethyl acetate. The combined organic phases were washed with brine, dried over anhydrous Na2SO4, and concentrated en vaccuo. The crude mixture was purified by flash chromatography on a C...